Dataset: the Open Reaction Database (ORD), a public repository of structured organic reaction records. Task: describe an organic reaction: reactants, conditions, products, and yield Reactants: COC(C1=CC=C(C=C1)S(=O)(=O)N1C=C(C2=CC=CC=C12)I)=O (4-(3-iodo-indole-1-sulfonyl)-benzoic acid methyl ester), C([O-])([O-])=O.[Na+].[Na+] (sodium carbonate), solution, [OH-].[Na+] (NaOH), C1(=CC=CC=C1)B(O)O (phenylboronic acid), 1,1-bis(diphenylphosphino)ferrocene dichloropalladium. Solvent: C1CCOC1 (THF), O (DI water), CC(C)(C)OC (MTBE), C1CCOC1 (THF), C1CCOC1 (THF). The product is C1(=CC=CC=C1)C1=CN(C2=CC=CC=C12)S(=O)(=O)C1=CC=C(C(=O)O)C=C1 (4-(3-Phenyl-indole-1-sulfonyl)-benzoic acid). Reaction SMILES: C[O:2][C:3](=[O:23])[C:4]1[CH:9]=[CH:8][C:7]([S:10]([N:13]2[C:21]3[C:16](=[CH:17][CH:18]=[CH:19][CH:20]=3)[C:15](I)=[CH:14]2)(=[O:12])=[O:11])=[CH:6][CH:5]=1.[C:24]1(B(O)O)[CH:29]=[CH:28][CH:27]=[CH:26][CH:25]=1.C(=O)([O-])[O-].[Na+].[Na+].[OH-].[Na+]>C1COCC1.O.CC(OC)(C)C>[C:24]1([C:15]2[C:16]3[C:21](=[CH:20][CH:19]=[CH:18][CH:17]=3)[N:13]([S:10]([C:7]3[CH:8]=[CH:9][C:4]([C:3]([OH:2])=[O:23])=[CH:5][CH:6]=3)(=[O:11])=[O:12])[CH:14]=2)[CH:29]=[CH:28][CH:27]=[CH:26][CH:25]=1 |f:2.3.4,5.6|. Procedure: Add to a 2 L 3-neck flask equipped with reflux condenser, thermometer and nitrogen inlet, 4-(3-iodo-indole-1-sulfonyl)-benzoic acid methyl ester (0.1 mol, 44.1 g), phenylboronic acid (0.12 mol, 22.35 g), 1,1-bis(diphenylphosphino)ferrocene dichloropalladium (0.0025 mol, 2.04 g), 2M sodium carbonate (140 ml) and 0.5 L THF. Heat the mixture to reflux under nitrogen for 2 hours. Remove THF under vacuum, and add MTBE (500 ml) and DI water (200 ml) to the residue. Filter the solution through a pad of... Starting materials: N(N)C=1N=C(C2=C(N1)C=CS2)C(=O)C=2SC=CC2 (2-hydrazinothieno[3,2-d]pyrimidin-4-yl 2-thienylmethanone), C(C=C)N=C=O (allyl isocyanate). Run in C1CCOC1 (THF). Run at time 1 hour. The product is C(C=C)NC(=O)NNC=1N=C(C2=C(N1)C=CS2)C(=O)C=2SC=CC2 (N-Allyl-2-(4-(2-thienylcarbonyl)thieno[3,2-d]pyrimidin-2-yl)hydrazinecarboxamide). Isolated yield 68.0%. RXN SMILES: [NH:1]([C:3]1[N:4]=[C:5]([C:12]([C:14]2[S:15][CH:16]=[CH:17][CH:18]=2)=[O:13])[C:6]2[S:11][CH:10]=[CH:9][C:7]=2[N:8]=1)[NH2:2].[CH2:19]([N:22]=[C:23]=[O:24])[CH:20]=[CH2:21]>C1COCC1>[CH2:19]([NH:22][C:23]([NH:2][NH:1][C:3]1[N:4]=[C:5]([C:12]([C:14]2[S:15][CH:16]=[CH:17][CH:18]=2)=[O:13])[C:6]2[S:11][CH:10]=[CH:9][C:7]=2[N:8]=1)=[O:24])[CH:20]=[CH2:21]. Procedure: A mixture of 2-hydrazinothieno[3,2-d]pyrimidin-4-yl 2-thienylmethanone (100 mg, 0.36 mmol) and THF (5 mL) was treated with allyl isocyanate (32 μl, 0.36 mmol), stirred at room temperature for 1 h and filtered to give the title compound (88 mg, 68%) as a yellow solid. Starting materials: BrC1=C(C=C(N)C=C1F)F (4-Bromo-3,5-difluoroaniline), C1CC(=O)N(C1=O)Cl (NCS). The solvent is CN(C)C=O (DMF), CCOCC (Et2O). Reaction conditions: time 48 hour. The product is BrC1=C(C(=C(N)C=C1F)Cl)F (4-bromo-2-chloro-3,5-difluoroaniline). Reaction SMILES: [Br:1][C:2]1[C:8]([F:9])=[CH:7][C:5]([NH2:6])=[CH:4][C:3]=1[F:10].C1C(=O)N([Cl:18])C(=O)C1>CN(C=O)C.CCOCC>[Br:1][C:2]1[C:8]([F:9])=[CH:7][C:5]([NH2:6])=[C:4]([Cl:18])[C:3]=1[F:10]. Procedure details: 4-Bromo-3,5-difluoroaniline (10.5 g, 50.5 mmol) is dissolved in DMF (100 mL). NCS (28.6 g, 50.5 mmol) is added portionwise at room temperature. After 48 hours, the reaction is diluted with Et2O and washed with brine. The separated organic phase is dried (Na2SO4) and concentrated to give an oil. The residue is purified by column chromatography (EtOAc/hexanes) to give 4-bromo-2-chloro-3,5-difluoroaniline.